This data is from the Open Reaction Database (ORD), a public repository of structured organic reaction records. The task is: describe an organic reaction: reactants, conditions, products, and yield Starting materials: CCCC[Sn](Cl)(CCCC)CCCC, [Li]CCCC, CCCCCC, CN(C)CCN(C)C, c1cn(CCN2CCOCC2)cn1. Yields the product CCCC[Sn](CCCC)(CCCC)c1cncn1CCN1CCOCC1. RXN SMILES: [CH2:33]([CH2:34][CH2:35][CH3:36])[Sn:37]([CH2:38][CH2:39][CH2:40][CH3:41])([CH2:42][CH2:43][CH2:44][CH3:45])[Cl:46].[CH2:9]([Li:10])[CH2:11][CH2:12][CH3:13].[CH3:14][CH2:15][CH2:16][CH2:17][CH2:18][CH3:19].[CH3:1][N:2]([CH3:3])[CH2:4][CH2:5][N:6]([CH3:7])[CH3:8].[n:20]1([CH2:25][CH2:26][N:27]2[CH2:28][CH2:29][O:30][CH2:31][CH2:32]2)[cH:21][n:22][cH:23][cH:24]1>>[n:20]1([CH2:25][CH2:26][N:27]2[CH2:28][CH2:29][O:30][CH2:31][CH2:32]2)[cH:21][n:22][cH:23][c:24]1[Sn:37]([CH2:33][CH2:34][CH2:35][CH3:36])([CH2:38][CH2:39][CH2:40][CH3:41])[CH2:42][CH2:43][CH2:44][CH3:45].